Dataset: the Open Reaction Database (ORD), a public repository of structured organic reaction records. Task: describe an organic reaction: reactants, conditions, products, and yield Starting materials: C(C)OC(CCC1=C(C=C(C=C1)OC1=CC(=CC(=C1)OC1=C(C=C(C=C1)C(F)(F)F)C=1C=NC=CC1)C)C)=O (3-{2-methyl-4-[3-methyl-5-(2-pyridin-3-yl-4-trifluoromethyl-phenoxy)-phenoxy]-phenyl}-propionic acid ethyl ester), [OH-].[Na+] (NaOH), Cl (HCl). Solvent: O (water), C(C)O (ethanol). The product is CC1=C(C=CC(=C1)OC1=CC(=CC(=C1)OC1=C(C=C(C=C1)C(F)(F)F)C=1C=NC=CC1)C)CCC(=O)O (3-{2-Methyl-4-[3-methyl-5-(2-pyridin-3-yl-4-trifluoromethyl-phenoxy)-phenoxy]-phenyl}-propionic acid). Yield: 110.4%. Reaction SMILES: C([O:3][C:4](=[O:39])[CH2:5][CH2:6][C:7]1[CH:12]=[CH:11][C:10]([O:13][C:14]2[CH:19]=[C:18]([O:20][C:21]3[CH:26]=[CH:25][C:24]([C:27]([F:30])([F:29])[F:28])=[CH:23][C:22]=3[C:31]3[CH:32]=[N:33][CH:34]=[CH:35][CH:36]=3)[CH:17]=[C:16]([CH3:37])[CH:15]=2)=[CH:9][C:8]=1[CH3:38])C.[OH-].[Na+].Cl>C(O)C.O>[CH3:38][C:8]1[CH:9]=[C:10]([O:13][C:14]2[CH:19]=[C:18]([O:20][C:21]3[CH:26]=[CH:25][C:24]([C:27]([F:29])([F:30])[F:28])=[CH:23][C:22]=3[C:31]3[CH:32]=[N:33][CH:34]=[CH:35][CH:36]=3)[CH:17]=[C:16]([CH3:37])[CH:15]=2)[CH:11]=[CH:12][C:7]=1[CH2:6][CH2:5][C:4]([OH:39])=[O:3] |f:1.2|. Reported procedure: A solution of 3-{2-methyl-4-[3-methyl-5-(2-pyridin-3-yl-4-trifluoromethyl-phenoxy)-phenoxy]-phenyl}-propionic acid ethyl ester (0.089, 0.166 mmol) in ethanol (7 mL) is treated with 5 N NaOH (2 mL) and heated to until saponification is completed. The mixture is cooled, and the solvent is removed in vacuo to afford a residue that is neutralized with 1 N HCl. The mixture is diluted with water and extracted with ethyl acetate. The organic layer is dried (Na2SO4), and the solvent is removed in vacuo ... Reactants: CC(=O)CC(=O)OCc1ccccc1, [Li]CCCC, C1CCOC1, [H-], CI, [Na+]. Product: CCC(=O)CC(=O)OCc1ccccc1. Reaction SMILES: [C:1]([CH2:2][C:3](=[O:4])[CH3:5])(=[O:6])[O:7][CH2:8][c:9]1[cH:10][cH:11][cH:12][cH:13][cH:14]1.[CH2:17]([Li:18])[CH2:19][CH2:20][CH3:21].[CH2:24]1[O:25][CH2:26][CH2:27][CH2:28]1.[H-:15].[I:22][CH3:23].[Na+:16]>>[C:1]([CH2:2][C:3](=[O:4])[CH2:5][CH3:17])(=[O:6])[O:7][CH2:8][c:9]1[cH:10][cH:11][cH:12][cH:13][cH:14]1. The reactants are COC(=O)CCC(=O)Oc1c(C)c(C)c2c(c1C)SC(CCC(=O)OC)O2, CO, N. Yields the product COC(=O)CCC1Oc2c(C)c(C)c(O)c(C)c2S1. RXN SMILES: [CH3:1][O:2][C:3]([CH2:4][CH2:5][C:6](=[O:7])[O:9][c:10]1[c:11]([CH3:27])[c:12]([CH3:26])[c:13]2[c:14]([c:24]1[CH3:25])[S:15][CH:16]([CH2:18][CH2:19][C:20](=[O:21])[O:22][CH3:23])[O:17]2)=[O:8].[CH3:29][OH:30].[NH3:28]>>[OH:9][c:10]1[c:11]([CH3:27])[c:12]([CH3:26])[c:13]2[c:14]([c:24]1[CH3:25])[S:15][CH:16]([CH2:18][CH2:19][C:20](=[O:21])[O:22][CH3:23])[O:17]2. Reactants: [C-]#N.[K+] (potassium cyanide), 378.5, C1(=CC=CC=C1)CN1CCC(CC1)=O (1-(phenylmethyl)-4-piperidinone), FC(C=1C=C(C=CC1)N)(F)F (3-(trifluoromethyl)benzenamine), [OH-].[NH4+] (ammonium hydroxide). Run in C(C)(=O)O (acetic acid). Reaction conditions: time 4 day. Yields the product C1(=CC=CC=C1)CN1CCC(CC1)(C#N)NC1=CC(=CC=C1)C(F)(F)F (1-(phenylmethyl)-4-{[3-(trifluoromethyl)phenyl]amino}-4-piperidinecarbonitrile). Reaction SMILES: [C:1]1([CH2:7][N:8]2[CH2:13][CH2:12][C:11](=O)[CH2:10][CH2:9]2)[CH:6]=[CH:5][CH:4]=[CH:3][CH:2]=1.[F:15][C:16]([F:25])([F:24])[C:17]1[CH:18]=[C:19]([NH2:23])[CH:20]=[CH:21][CH:22]=1.[C-:26]#[N:27].[K+].[OH-].[NH4+]>C(O)(=O)C>[C:1]1([CH2:7][N:8]2[CH2:13][CH2:12][C:11]([NH:23][C:19]3[CH:20]=[CH:21][CH:22]=[C:17]([C:16]([F:24])([F:25])[F:15])[CH:18]=3)([C:26]#[N:27])[CH2:10][CH2:9]2)[CH:6]=[CH:5][CH:4]=[CH:3][CH:2]=1 |f:2.3,4.5|. Procedure: A solution of 378.5 parts of 1-(phenylmethyl)-4-piperidinone and 362.5 parts of 3-(trifluoromethyl)benzenamine in 1500 parts of acetic acid is stirred for 1 hour at room temperature: exothermic reaction (temperature rises to 40° C.). After cooling, there are added 262.7 parts of potassium cyanide and the whole is stirred for 4 days at room temperature. The reaction mixture is poured onto a mixture of crushed ice and ammonium hydroxide and the product is extracted with trichloromethane. The extra... The reactants are O[C@H]1CC(C[C@H]1O)C(=O)OC (Methyl (3S,4R)-3,4-dihydroxycyclopentanecarboxylate), CI (methyl iodide). Reagents/catalysts: [Ag]=O (silver oxide). Run in CN(C)C=O (DMF). Conditions: time 3 hour. Product: O[C@@H]1C[C@@H](C[C@@H]1OC)C(=O)OC (Methyl (1S,3R,4S)-3-hydroxy-4-methoxy-cyclopentanecarboxylate). As a reaction SMILES: [OH:1][C@@H:2]1[C@H:6]([OH:7])[CH2:5][CH:4]([C:8]([O:10][CH3:11])=[O:9])[CH2:3]1.[CH3:12]I>CN(C=O)C.[Ag]=O>[OH:1][C@H:2]1[C@@H:6]([O:7][CH3:12])[CH2:5][C@@H:4]([C:8]([O:10][CH3:11])=[O:9])[CH2:3]1. Procedure details: Methyl (3S,4R)-3,4-dihydroxycyclopentanecarboxylate (0.481 g, 3 mmol), freshly prepared silver oxide (0.348 g, 1.500 mmol) and methyl iodide (0.375 ml, 6.00 mmol) were combined in DMF and allowed to stir for 3 hrs. The reaction mixture was filtered through celite and washed with 15 ml of ether. The organic filtrate was washed 2× with brine, dried over sodium sulfate and evaporated. Purification by silica gel chromatography eluting with 20-40% acetone hexane gave the title compound. 1H NMR (500 M... Reactants: CS(=O)(=O)CCOC(=O)Cl (2-methylsulfonylethoxycarbonyl chloride), N[C@H]1[C@@H]2N(C(=C(CS2)CO)C(=O)O)C1=O (7β-amino-3-hydroxymethyl-3-cephem-4-carboxylic acid), [OH-].[Na+] (sodium hydroxide), C(O)([O-])=O.[Na+] (sodium hydrogen carbonate). Run in O1CCCC1 (tetrahydrofuran), O (water). Yields the product CS(=O)(=O)CCOC(=O)N[C@H]1[C@@H]2N(C(=C(CS2)CO)C(=O)[O-])C1=O.[Na+] (sodium 7β-(2-methylsulfonylethoxycarbonylamino)-3-hydroxymethyl-3-cephem-4-carboxylate). Reaction SMILES: [NH2:1][C@@H:2]1[C:14](=[O:15])[N:4]2[C:5]([C:11]([OH:13])=[O:12])=[C:6]([CH2:9][OH:10])[CH2:7][S:8][C@H:3]12.[OH-].[Na+:17].C(=O)([O-])O.[Na+].[CH3:23][S:24]([CH2:27][CH2:28][O:29][C:30](Cl)=[O:31])(=[O:26])=[O:25]>O.O1CCCC1>[CH3:23][S:24]([CH2:27][CH2:28][O:29][C:30]([NH:1][C@@H:2]1[C:14](=[O:15])[N:4]2[C:5]([C:11]([O-:13])=[O:12])=[C:6]([CH2:9][OH:10])[CH2:7][S:8][C@H:3]12)=[O:31])(=[O:26])=[O:25].[Na+:17] |f:1.2,3.4,8.9|. Reported procedure: In 50 ml of water is suspended 4.60 g of 7β-amino-3-hydroxymethyl-3-cephem-4-carboxylic acid and, with ice-cooling and stirring, 20 ml of 1N aqueous sodium hydroxide solution is added to the suspension for dissolving the acid. To the solution is added 1.85 g of sodium hydrogen carbonate and, then, a solution of 4.11 g of 2-methylsulfonylethoxycarbonyl chloride in 40 ml of tetrahydrofuran is added dropwise. The mixtrue is stirred with ice-cooling for 2 hours, then adjusted to pH 6.5, washed with ...